From a dataset of the Open Reaction Database (ORD), a public repository of structured organic reaction records. describe an organic reaction: reactants, conditions, products, and yield The reactants are BrCCCCBr, CCOC(C)=O, CCN(C(C)C)C(C)C, NC1CCC(CNc2nc(NCc3ccccc3OC(F)(F)F)ncc2C(F)(F)F)CC1, CN(C)C=O. The product is FC(F)(F)Oc1ccccc1CNc1ncc(C(F)(F)F)c(NCC2CCC(N3CCCC3)CC2)n1. RXN SMILES: [Br:33][CH2:34][CH2:35][CH2:36][CH2:37][Br:38].[CH3:53][CH2:54][O:55][C:56]([CH3:57])=[O:58].[CH:39]([N:40]([CH2:41][CH3:42])[CH:43]([CH3:44])[CH3:45])([CH3:46])[CH3:47].[NH2:1][CH:2]1[CH2:3][CH2:4][CH:5]([CH2:8][NH:9][c:10]2[n:11][c:12]([NH:20][CH2:21][c:22]3[c:23]([O:28][C:29]([F:30])([F:31])[F:32])[cH:24][cH:25][cH:26][cH:27]3)[n:13][cH:14][c:15]2[C:16]([F:17])([F:18])[F:19])[CH2:6][CH2:7]1.[O:48]=[CH:49][N:50]([CH3:51])[CH3:52]>>[N:1]1([CH:2]2[CH2:3][CH2:4][CH:5]([CH2:8][NH:9][c:10]3[n:11][c:12]([NH:20][CH2:21][c:22]4[c:23]([O:28][C:29]([F:30])([F:31])[F:32])[cH:24][cH:25][cH:26][cH:27]4)[n:13][cH:14][c:15]3[C:16]([F:17])([F:18])[F:19])[CH2:6][CH2:7]2)[CH2:34][CH2:35][CH2:36][CH2:37]1. Reactants: O=C1CCC(=O)N1Br, ClC(Cl)(Cl)Cl, c1ccc(COOCc2ccccc2)cc1, CCOC(=O)c1cccnc1C. The product is CCOC(=O)c1cccnc1CBr. As a reaction SMILES: [Br:13][N:14]1[C:15](=[O:16])[CH2:17][CH2:18][C:19]1=[O:20].[C:37]([Cl:38])([Cl:39])([Cl:40])[Cl:41].[CH2:21]([O:22][O:23][CH2:24][c:25]1[cH:26][cH:27][cH:28][cH:29][cH:30]1)[c:31]1[cH:32][cH:33][cH:34][cH:35][cH:36]1.[CH3:1][c:2]1[n:3][cH:4][cH:5][cH:6][c:7]1[C:8](=[O:9])[O:10][CH2:11][CH3:12]>>[CH2:1]([c:2]1[n:3][cH:4][cH:5][cH:6][c:7]1[C:8](=[O:9])[O:10][CH2:11][CH3:12])[Br:13].